This data is from the Open Reaction Database (ORD), a public repository of structured organic reaction records. The task is: describe an organic reaction: reactants, conditions, products, and yield Starting materials: FC(C1=CC=C(C=C1)NC(OC(C)(C)C)=O)(F)F (tert-butyl 4-trifluoromethylphenylcarbamate), IC (iodomethane), O (water), solution, C(C)(C)(C)[Li] (tert-butyllithium). Solvent: O1CCCC1 (tetrahydrofuran), petroleum ether, CCCCC (pentane). Run at temperature -20 celsius, time 4 hour. The product is CC1=C(C=CC(=C1)C(F)(F)F)NC(OC(C)(C)C)=O (tert-butyl 2-methyl-4-trifluoromethylphenylcarbamate). As a reaction SMILES: [C:1]([Li])(C)(C)C.[F:6][C:7]([F:23])([F:22])[C:8]1[CH:13]=[CH:12][C:11]([NH:14][C:15](=[O:21])[O:16][C:17]([CH3:20])([CH3:19])[CH3:18])=[CH:10][CH:9]=1.IC.O>CCCCC.O1CCCC1>[CH3:1][C:12]1[CH:13]=[C:8]([C:7]([F:22])([F:23])[F:6])[CH:9]=[CH:10][C:11]=1[NH:14][C:15](=[O:21])[O:16][C:17]([CH3:18])([CH3:19])[CH3:20]. Reported procedure: tert-Butyl 2-methyl-4-trifluoromethylphenylcarbamate is prepared in the following manner: 154 ml of a 1.5 M solution of tert-butyllithium in pentane are added dropwise over 1 hour to a solution, kept at −70° C. under an argon atmosphere, of 30 g of tert-butyl 4-trifluoromethylphenylcarbamate in 390 ml of anhydrous tetrahydrofuran. The mixture is stirred for 4 hours at −20° C., cooled to about −70° C., supplemented with 16.4 g of iodomethane and then stirred for 16 hours at a temperature close to... Reactants: Cl.N1C[C@H](CC1)N1C(=NC=2C1=C1C(=NC2)C=CS1)[C@@H](C)O ((1R)-1-{1-[(3S)-pyrrolidin-3-yl]-1H-imidazo[4,5-d]thieno[3,2-b]pyridin-2-yl}ethanol hydrochloride), C(C)(C)N(C(C)C)CC (N,N-diisopropylethylamine), C(CCC)#N (butanenitrile). Solvent: C(C)#N (acetonitrile). Run at time 4 hour. Product: O[C@H](C)C1=NC=2C(=C3C(=NC2)C=CS3)N1[C@@H]1CN(CC1)CCCC#N (4-((3S)-3-{2-[(1R)-1-Hydroxyethyl]-1H-imidazo[4,5-d]thieno[3,2-b]pyridin-1-yl}pyrrolidin-1-yl)butanenitrile). Isolated yield 38.0%. Reaction SMILES: Cl.[NH:2]1[CH2:6][CH2:5][C@H:4]([N:7]2[C:11]3=[C:12]4[S:18][CH:17]=[CH:16][C:13]4=[N:14][CH:15]=[C:10]3[N:9]=[C:8]2[C@H:19]([OH:21])[CH3:20])[CH2:3]1.C(N(CC)C(C)C)(C)C.[C:31](#[N:35])[CH2:32][CH2:33][CH3:34]>C(#N)C>[OH:21][C@@H:19]([C:8]1[N:7]([C@H:4]2[CH2:5][CH2:6][N:2]([CH2:34][CH2:33][CH2:32][C:31]#[N:35])[CH2:3]2)[C:11]2=[C:12]3[S:18][CH:17]=[CH:16][C:13]3=[N:14][CH:15]=[C:10]2[N:9]=1)[CH3:20] |f:0.1|. Reported procedure: To a mixture of (1R)-1-{1-[(3S)-pyrrolidin-3-yl]-1H-imidazo[4,5-d]thieno[3,2-b]pyridin-2-yl}ethanol hydrochloride (15 mg, 0.046 mmol) and N,N-diisopropylethylamine (24 μL, 0.14 mmol) in acetonitrile (0.2 mL) was added butanenitrile, 4-bromo- (5.1 μL, 0.051 mmol). The resulting mixture was stirred at rt for 4 h. The mixture was diluted and purified using RP-HPLC (XBridge C18 column, eluting with a gradient of acetonitrile/water containing 0.1% ammonium hydroxide, at flow rate of 30 mL/min) to giv... The reactants are BrCC1=CC=C(C=C1)S(=O)(=O)C1=C(C=CC=C1)S(=O)(=O)N=CN(C)C (2-(4-bromomethylbenzenesulfonyl)-N-dimethylaminomethylenebenzenesulfonamide), ClC1=C(NC(=N1)C1=CC=CC=C1)C=O (5-chloro-2-phenyl-3H-imidazole-4-carbaldehyde), C(=O)([O-])[O-].[K+].[K+] (K2CO3). Run in CN(C)C=O (DMF), CC(OCC)=O (EA). The product is ClC=1N=C(N(C1C=O)CC1=CC=C(C=C1)S(=O)(=O)C1=C(C=CC=C1)S(=O)(=O)N=CN(C)C)C1=CC=CC=C1 (2-[4-(4-Chloro-5-formyl-2-phenylimidazol-1-ylmethyl)benzenesulfonyl]-N-dimethylaminomethylenebenzenesulfonamide). Yield: 12.8%. Reaction SMILES: Br[CH2:2][C:3]1[CH:8]=[CH:7][C:6]([S:9]([C:12]2[CH:17]=[CH:16][CH:15]=[CH:14][C:13]=2[S:18]([N:21]=[CH:22][N:23]([CH3:25])[CH3:24])(=[O:20])=[O:19])(=[O:11])=[O:10])=[CH:5][CH:4]=1.[Cl:26][C:27]1[N:31]=[C:30]([C:32]2[CH:37]=[CH:36][CH:35]=[CH:34][CH:33]=2)[NH:29][C:28]=1[CH:38]=[O:39].C([O-])([O-])=O.[K+].[K+]>CN(C=O)C.CC(=O)OCC>[Cl:26][C:27]1[N:31]=[C:30]([C:32]2[CH:33]=[CH:34][CH:35]=[CH:36][CH:37]=2)[N:29]([CH2:2][C:3]2[CH:8]=[CH:7][C:6]([S:9]([C:12]3[CH:17]=[CH:16][CH:15]=[CH:14][C:13]=3[S:18]([N:21]=[CH:22][N:23]([CH3:25])[CH3:24])(=[O:20])=[O:19])(=[O:11])=[O:10])=[CH:5][CH:4]=2)[C:28]=1[CH:38]=[O:39] |f:2.3.4|. Procedure details: 1.6 g of 2-(4-bromomethylbenzenesulfonyl)-N-dimethylaminomethylenebenzenesulfonamide, 680 mg of 5-chloro-2-phenyl-3H-imidazole-4-carbaldehyde and 1.4 g of K2CO3 are stirred at RT for 3 days in 15 ml of anhydrous DMF. The reaction mixture is then diluted with 200 ml of EA and washed three times with 50 ml of a saturated aqueous Na2CO3 solution each time. It is dried over MgSO4 and the solvent is removed in vacuo. Chromatography on silica gel using MTB yields 240 mg of a colorless oil. Solvent: C(Cl)Cl (DCM), C(Cl)Cl (DCM). Reactants: C1CC(=O)N(C1=O)I (NIS), NC1=C(C=CC=C1)C(C)=O (1-(2-aminophenyl)ethanone). Reaction conditions: temperature 0 celsius. Reported procedure: A flask charged with 1-(2-aminophenyl)ethanone (405 mg) and DCM (20 mL) was cooled in an ice/water bath and NIS (675 mg) was added in three portions. The reaction was stirred at 0° C. The reaction mixture was diluted with 30 mL DCM, washed with sat. aqueous NaHCO3, dried over Na2SO4, filtered and concentrated under reduced pressure. The crude material was purified by preparative RP-HPLC, affording the title compound. MS (ESI+): m/z 262.06 (MH+). 1H NMR (400 MHz, CDCl3): δ 7.94 (s, 1H), 7.44 (d, ... The product is NC1=C(C=C(C=C1)I)C(C)=O (1-(2-Amino-5-iodophenyl)ethanone). As a reaction SMILES: [NH2:1][C:2]1[CH:7]=[CH:6][CH:5]=[CH:4][C:3]=1[C:8](=[O:10])[CH3:9].C1C(=O)N([I:18])C(=O)C1>C(Cl)Cl>[NH2:1][C:2]1[CH:7]=[CH:6][C:5]([I:18])=[CH:4][C:3]=1[C:8](=[O:10])[CH3:9]. The reactants are solution, COC1=C(CO)C=C(C=C1)OC (2,5-dimethoxybenzyl alcohol), ice, C(=O)(Cl)Cl (phosgene). Solvent: C1=CC=CC=C1 (benzene), C1=CC=CC=C1 (benzene). Run at time 2 hour. The product is COC1=C(COC(=O)Cl)C=C(C=C1)OC (2,5-dimethoxybenzyloxycarbonyl chloride). RXN SMILES: [CH3:1][O:2][C:3]1[CH:10]=[CH:9][C:8]([O:11][CH3:12])=[CH:7][C:4]=1[CH2:5][OH:6].[C:13](Cl)([Cl:15])=[O:14]>C1C=CC=CC=1>[CH3:1][O:2][C:3]1[CH:10]=[CH:9][C:8]([O:11][CH3:12])=[CH:7][C:4]=1[CH2:5][O:6][C:13]([Cl:15])=[O:14]. Procedure: A 50% solution of 2,5-dimethoxybenzyl alcohol and dry benzene was added dropwise to an ice-cold stirring solution of 12.5 wt. % phosgene in benzene (1 mole of alcohol per 2 moles phosgene). The resulting solution was maintained at 0° for 1 hour and then stirred an additional 2 hours at room temperature. Excess phosgene, byproduct hydrogen chloride and a small amount of benzene was removed in vacuo at room temperature to provide crude 2,5-dimethoxybenzyloxycarbonyl chloride solution. The crude pr...